This data is from the Open Reaction Database (ORD), a public repository of structured organic reaction records. The task is: describe an organic reaction: reactants, conditions, products, and yield The reactants are OCCOC1=CC=C(C=C1)C(CCC1=CC=CC=C1)=O (1-[4-(2-Hydroxy-ethoxy)-phenyl]-3-phenyl-propan-1-one), N1C=NC=C1 (imidazole), [Si](C)(C)(C(C)(C)C)Cl (t-butyldimethylsilyl chloride). Solvent: C(Cl)Cl (CH2Cl2). Product: C(C)(C)(C)[Si](OCCOC1=CC=C(C=C1)C(CCC1=CC=CC=C1)=O)(C)C (1-{4-[2-(tert-Butyl-dimethyl-silanyloxy)-ethoxy]-phenyl}-3-phenyl-propan-1-one). Reaction SMILES: [OH:1][CH2:2][CH2:3][O:4][C:5]1[CH:10]=[CH:9][C:8]([C:11](=[O:20])[CH2:12][CH2:13][C:14]2[CH:19]=[CH:18][CH:17]=[CH:16][CH:15]=2)=[CH:7][CH:6]=1.N1C=CN=C1.[Si:26](Cl)([C:29]([CH3:32])([CH3:31])[CH3:30])([CH3:28])[CH3:27]>C(Cl)Cl>[C:29]([Si:26]([CH3:28])([CH3:27])[O:1][CH2:2][CH2:3][O:4][C:5]1[CH:10]=[CH:9][C:8]([C:11](=[O:20])[CH2:12][CH2:13][C:14]2[CH:19]=[CH:18][CH:17]=[CH:16][CH:15]=2)=[CH:7][CH:6]=1)([CH3:32])([CH3:31])[CH3:30]. Procedure: The title compound was prepared as described in General Method 5 using 1-[4-(2-hydroxy-ethoxy)-phenyl]-3-phenyl-propan-1-one from Example N (2.21 g, 8.2 mmol), imidazole (0.67 g, 9.8 mmol), t-butyldimethylsilyl chloride (1.36 g, 9.0 mmol) and CH2Cl2 (70 mL). The product was carried on crude to the next step (see Example SS.) The reactants are [Br-], CCCC[N+](CCCC)(CCCC)CCCC, Ic1ncc[nH]1, O, c1ccc([PH](c2ccccc2)(c2ccccc2)[Pd]([PH](c2ccccc2)(c2ccccc2)c2ccccc2)([PH](c2ccccc2)(c2ccccc2)c2ccccc2)[PH](c2ccccc2)(c2ccccc2)c2ccccc2)cc1, Cc1ccccc1. The product is c1ccc(-c2ncc[nH]2)cc1. Reaction SMILES: [Br-:15].[CH3:16][CH2:17][CH2:18][CH2:19][N+:20]([CH2:21][CH2:22][CH2:23][CH3:24])([CH2:25][CH2:26][CH2:27][CH3:28])[CH2:29][CH2:30][CH2:31][CH3:32].[I:1][c:2]1[nH:3][cH:4][cH:5][n:6]1.[OH2:7].[c:33]1([PH:34]([Pd:35]([PH:36]([c:37]2[cH:38][cH:39][cH:40][cH:41][cH:42]2)([c:43]2[cH:44][cH:45][cH:46][cH:47][cH:48]2)[c:49]2[cH:50][cH:51][cH:52][cH:53][cH:54]2)([PH:55]([c:56]2[cH:57][cH:58][cH:59][cH:60][cH:61]2)([c:62]2[cH:63][cH:64][cH:65][cH:66][cH:67]2)[c:68]2[cH:69][cH:70][cH:71][cH:72][cH:73]2)[PH:74]([c:75]2[cH:76][cH:77][cH:78][cH:79][cH:80]2)([c:81]2[cH:82][cH:83][cH:84][cH:85][cH:86]2)[c:87]2[cH:88][cH:89][cH:90][cH:91][cH:92]2)([c:93]2[cH:94][cH:95][cH:96][cH:97][cH:98]2)[c:99]2[cH:100][cH:101][cH:102][cH:103][cH:104]2)[cH:105][cH:106][cH:107][cH:108][cH:109]1.[c:8]1([CH3:14])[cH:9][cH:10][cH:11][cH:12][cH:13]1>>[c:2]1(-[c:8]2[cH:9][cH:10][cH:11][cH:12][cH:13]2)[nH:3][cH:4][cH:5][n:6]1. The reactants are OC(c1cncnc1)C1CC1, ClCCl, O=[Cr](=O)=O, c1ccncc1. Yields the product O=C(c1cncnc1)C1CC1. As a reaction SMILES: [CH:11]1([CH:14]([OH:15])[c:16]2[cH:17][n:18][cH:19][n:20][cH:21]2)[CH2:12][CH2:13]1.[Cl:22][CH2:23][Cl:24].[O:1]=[Cr:2](=[O:3])=[O:4].[cH:5]1[cH:6][cH:7][n:8][cH:9][cH:10]1>>[CH:11]1([C:14](=[O:15])[c:16]2[cH:17][n:18][cH:19][n:20][cH:21]2)[CH2:12][CH2:13]1. Starting materials: C1=CN(C=N1)C(=O)N2C=CN=C2 (CDI), C(=O)(OC(C)(C)C)N1CCC(CC1)C(=O)O (N-BOC-piperidine-4-carboxylic acid), Cl.CNOC (N,O-dimethylhydroxylamine hydrochloride). The solvent is CCOC(=O)C (EtOAc), C1CCOC1 (THF). Reaction conditions: time 2 hour. Yields the product C(C)(C)(C)OC(=O)N1CCC(CC1)C(N(C)OC)=O (4-(Methoxy-methyl-carbamoyl)-piperidine-1-carboxylic acid tert-butyl ester). As a reaction SMILES: [C:1]([N:8]1[CH2:13][CH2:12][CH:11]([C:14]([OH:16])=O)[CH2:10][CH2:9]1)([O:3][C:4]([CH3:7])([CH3:6])[CH3:5])=[O:2].C1N=CN(C(N2C=NC=C2)=O)C=1.Cl.[CH3:30][NH:31][O:32][CH3:33]>C1COCC1.CCOC(C)=O>[C:4]([O:3][C:1]([N:8]1[CH2:9][CH2:10][CH:11]([C:14](=[O:16])[N:31]([O:32][CH3:33])[CH3:30])[CH2:12][CH2:13]1)=[O:2])([CH3:5])([CH3:6])[CH3:7] |f:2.3|. Procedure details: N-BOC-piperidine-4-carboxylic acid (3.00 g, 13.08 mmol) was dissolved in THF and CDI (4.00 g, 24.7 mmol) was added in portions. The mixture was stirred for 2 h and N,O-dimethylhydroxylamine hydrochloride (4.00 g, 41 mmol) was added and stirring continued for 12 hours. The mixture was diluted with EtOAc and extracted 3 times with brine, dried over Na2SO4, filtered and concentrated in vacuo. The residue was purified Biotage® to provide the title compound. 1H NMR (CD2Cl2) δ 4.12 (d,2H), 3.71 (s, 3H...